From a dataset of the Open Reaction Database (ORD), a public repository of structured organic reaction records. describe an organic reaction: reactants, conditions, products, and yield Starting materials: C1(=CC=CC=C1)C(O)(C1CCNCC1)C1=CC=CC=C1 (α,α -diphenyl-4-piperidinemethanol), C(C)(C)(C)C1=CC=C(C=C1)C(CCCCl)=O (4' -tert-butyl-4-chlorobutyrophenone), C([O-])(O)=O.[K+] (potassium bicarbonate), [I-].[K+] (potassium iodide). The solvent is C1(=CC=CC=C1)C (toluene). Run at time 2 day. Product: Cl.C(C)(C)(C)C1=CC=C(C=C1)C(CCCN1CCC(CC1)C(C1=CC=CC=C1)(C1=CC=CC=C1)O)=O (4'-tert-Butyl-4-[4-(α-hydroxy-α-phenylbenzyl)piperidino] butyrophenone hydrochloride). As a reaction SMILES: [C:1]1([C:7]([C:15]2[CH:20]=[CH:19][CH:18]=[CH:17][CH:16]=2)([CH:9]2[CH2:14][CH2:13][NH:12][CH2:11][CH2:10]2)[OH:8])[CH:6]=[CH:5][CH:4]=[CH:3][CH:2]=1.[C:21]([C:25]1[CH:30]=[CH:29][C:28]([C:31](=[O:36])[CH2:32][CH2:33][CH2:34][Cl:35])=[CH:27][CH:26]=1)([CH3:24])([CH3:23])[CH3:22].C(=O)(O)[O-].[K+].[I-].[K+]>C1(C)C=CC=CC=1>[ClH:35].[C:21]([C:25]1[CH:26]=[CH:27][C:28]([C:31](=[O:36])[CH2:32][CH2:33][CH2:34][N:12]2[CH2:13][CH2:14][CH:9]([C:7]([OH:8])([C:15]3[CH:20]=[CH:19][CH:18]=[CH:17][CH:16]=3)[C:1]3[CH:2]=[CH:3][CH:4]=[CH:5][CH:6]=3)[CH2:10][CH2:11]2)=[CH:29][CH:30]=1)([CH3:24])([CH3:23])[CH3:22] |f:2.3,4.5,7.8|. Procedure details: A mixture of 107 g (0.4 mole) of α,α -diphenyl-4-piperidinemethanol, 105 g (0.44 mole) of 4' -tert-butyl-4-chlorobutyrophenone, 70 g (0.7 mole) of potassium bicarbonate, and a small amount of potassium iodide in 600 ml of toluene was refluxed and stirred for 21/2 days then filtered. The filtrate was treated with charcoal, filtered through celite then treated with ethereal HCl. The resulting solid was recrystallized from methanol and isopropyl alcohol to give the desired product, M.P. 234°-235° C...